From a dataset of the Open Reaction Database (ORD), a public repository of structured organic reaction records. describe an organic reaction: reactants, conditions, products, and yield Reactants: C(O)([O-])=O.[Na+] (sodium hydrogencarbonate), BrCC(=O)OCC (ethyl bromoacetate), C(C)(C)N(CC)C(C)C (diisopropylethylamine), Cl.Cl.C(#N)C1=CC=C(C=C1)CN[C@H]1C[C@H](NC1)C(=O)N1CSCC1 (3-[(2S,4S)-4-(4-cyanophenylmethyl)amino-2-pyrrolidinylcarbonyl]-1,3-thiazolidine dihydrochloride), CN1C(CCC1)=O (N-methyl-2-pyrrolidone). Conditions: time 18 hour. The product is C(C)(C)(C)OC(=O)N1[C@@H](C[C@@H](C1)N(CC(=O)OCC)CC1=CC=C(C=C1)C#N)C(=O)N1CSCC1 (3-{(2S,4S)-1-tert-butoxycarbonyl-4-[N-(4-cyanophenylmethyl)-N-(ethoxycarbonylmethyl)amino]-2-pyrrolidinylcarbonyl}-1,3-thiazolidine). RXN SMILES: Cl.Cl.[C:3]([C:5]1[CH:10]=[CH:9][C:8]([CH2:11][NH:12][C@@H:13]2[CH2:17][NH:16][C@H:15]([C:18]([N:20]3[CH2:24][CH2:23][S:22][CH2:21]3)=[O:19])[CH2:14]2)=[CH:7][CH:6]=1)#[N:4].Br[CH2:26][C:27]([O:29][CH2:30][CH3:31])=[O:28].C(N([CH:38]([CH3:40])[CH3:39])CC)(C)C.[C:41](=[O:44])([O-])[OH:42].[Na+].[CH3:46]N1CCCC1=O>>[C:38]([O:42][C:41]([N:16]1[CH2:17][C@@H:13]([N:12]([CH2:11][C:8]2[CH:7]=[CH:6][C:5]([C:3]#[N:4])=[CH:10][CH:9]=2)[CH2:26][C:27]([O:29][CH2:30][CH3:31])=[O:28])[CH2:14][C@H:15]1[C:18]([N:20]1[CH2:24][CH2:23][S:22][CH2:21]1)=[O:19])=[O:44])([CH3:40])([CH3:46])[CH3:39] |f:0.1.2,5.6|. Reported procedure: The product (0.833 g) of Example 63 (1) was dissolved in N-methyl-2-pyrrolidone (6 mL), and ethyl bromoacetate (0.333 mL) and diisopropylethylamine (1.05 mL) were added thereto. The mixture was stirred at room temperature for 18 hr. The reaction mixture was added to saturated aqueous sodium hydrogencarbonate solution, and the mixture was extracted with ethyl acetate. The extract was dried, and the solvent was evaporated under reduced pressure. The residue was purified by silica gel chromatograph... Starting materials: C(#C)C1=CC=C(C=C1)C1=C(C(=O)O)C=CC=C1 (4-ethynylphenyl benzoic acid), C1=CN(C=N1)C(=O)N2C=CN=C2 (CDI), N1CCOCC1 (morpholine). Run in C1CCOC1 (THF). Conditions: temperature 60 celsius, time 30 minute. Yields the product C(#C)C1=CC=C(C=C1)C(=O)N1CCOCC1 ((4-Ethynylphenyl)-morpholin-4-yl-methanone). RXN SMILES: [C:1]([C:3]1[CH:8]=[CH:7][C:6]([C:9]2[CH:17]=CC=CC=2C(O)=O)=[CH:5][CH:4]=1)#C.C1N=CN(C(N2C=NC=C2)=[O:24])C=1.[NH:30]1[CH2:35][CH2:34][O:33][CH2:32][CH2:31]1>C1COCC1>[C:9]([C:6]1[CH:5]=[CH:4][C:3]([C:1]([N:30]2[CH2:35][CH2:34][O:33][CH2:32][CH2:31]2)=[O:24])=[CH:8][CH:7]=1)#[CH:17]. Procedure details: To 3.50 g (23.9 mmol) 4-ethynylphenyl benzoic acid in 20 mL THF are added 3.88 g (23.9 mmol) CDI. The mixture is stirred at 60° C. for 30 min and then charged with 2.11 mL (23.9 mmol) morpholine. The complete mixture is stirred under reflux for 5 h and at r.t. for 24 h. The solvent is removed in vacuo and the residue is purified by column chromatography (silica gel, EtOAc 100%). Reactants: Cn1nnnc1-c1cc(Br)cc([N+](=O)[O-])c1, CCOC(C)=O. Yields the product Cn1nnnc1-c1cc(N)cc(Br)c1. As a reaction SMILES: [Br:1][c:2]1[cH:3][c:4](-[c:11]2[n:12][n:13][n:14][n:15]2[CH3:16])[cH:5][c:6]([N+:8]([O-:9])=[O:10])[cH:7]1.[CH3:17][CH2:18][O:19][C:20]([CH3:21])=[O:22]>>[Br:1][c:2]1[cH:3][c:4](-[c:11]2[n:12][n:13][n:14][n:15]2[CH3:16])[cH:5][c:6]([NH2:8])[cH:7]1. Reactants: ClC1=C(C=CC(=C1)O)C(C(C(F)(F)F)(O)C=1C=CC(N(C1)C)=O)C (5-[2-(2-Chloro-4-hydroxy-phenyl)-1-hydroxy-1-trifluoromethyl-propyl]-1-methyl-1H-pyridin-2-one), ClC=1C=C(C#N)C=CC1F (3-chloro-4-fluorobenzonitrile), C([O-])([O-])=O.[Cs+].[Cs+] (cesium carbonate). The product is ClC=1C=C(C#N)C=CC1OC1=CC(=C(C=C1)C(C(C(F)(F)F)(C1=CN(C(C=C1)=O)C)O)C)Cl (3-Chloro-4-{3-chloro-4-[3,3,3-trifluoro-2-hydroxy-1-methyl-2-(1-methyl-6-oxo-1,6-dihydro-pyridin-3-yl)-propyl]-phenoxy}-benzonitrile). As a reaction SMILES: [Cl:1][C:2]1[CH:7]=[C:6]([OH:8])[CH:5]=[CH:4][C:3]=1[CH:9]([CH3:24])[C:10]([C:16]1[CH:17]=[CH:18][C:19](=[O:23])[N:20]([CH3:22])[CH:21]=1)([OH:15])[C:11]([F:14])([F:13])[F:12].[Cl:25][C:26]1[CH:27]=[C:28]([CH:31]=[CH:32][C:33]=1F)[C:29]#[N:30].C(=O)([O-])[O-].[Cs+].[Cs+]>>[Cl:25][C:26]1[CH:27]=[C:28]([CH:31]=[CH:32][C:33]=1[O:8][C:6]1[CH:5]=[CH:4][C:3]([CH:9]([CH3:24])[C:10]([OH:15])([C:16]2[CH:17]=[CH:18][C:19](=[O:23])[N:20]([CH3:22])[CH:21]=2)[C:11]([F:13])([F:14])[F:12])=[C:2]([Cl:1])[CH:7]=1)[C:29]#[N:30] |f:2.3.4|. Procedure details: In analogy to Example 197, 5-[2-(2-chloro-4-hydroxy-phenyl)-1-hydroxy-1-trifluoromethyl-propyl]-1-methyl-1H-pyridin-2-one (Example 196) was reacted with 3-chloro-4-fluorobenzonitrile and cesium carbonate to give the title compound as a colorless solid. MS (m/e)=497.3 [M+H+]. Starting materials: COC(=O)C(NC(=O)OC(C)(C)C)C(C)(C)S(=O)(=O)CC(Cc1ccccc1)C(=O)O, O=C(Cl)OCc1ccccc1, Cl, C1COCCO1. Yields the product COC(=O)C(NC(=O)OCc1ccccc1)C(C)(C)S(=O)(=O)CC(Cc1ccccc1)C(=O)O. As a reaction SMILES: [C:1]([CH3:2])([CH3:3])([CH3:4])[O:5][C:6](=[O:7])[NH:8][CH:9]([C:10]([CH3:11])([CH3:12])[S:13](=[O:14])(=[O:15])[CH2:16][CH:17]([C:18](=[O:19])[OH:20])[CH2:21][c:22]1[cH:23][cH:24][cH:25][cH:26][cH:27]1)[C:28](=[O:29])[O:30][CH3:31].[Cl:33][C:34]([O:35][CH2:37][c:38]1[cH:39][cH:40][cH:41][cH:42][cH:43]1)=[O:36].[ClH:32].[O:44]1[CH2:45][CH2:46][O:47][CH2:48][CH2:49]1>>[O:5]([C:6](=[O:7])[NH:8][CH:9]([C:10]([CH3:11])([CH3:12])[S:13](=[O:14])(=[O:15])[CH2:16][CH:17]([C:18](=[O:19])[OH:20])[CH2:21][c:22]1[cH:23][cH:24][cH:25][cH:26][cH:27]1)[C:28](=[O:29])[O:30][CH3:31])[CH2:37][c:38]1[cH:39][cH:40][cH:41][cH:42][cH:43]1. Reactants: CC(C)(C)c1ccc(S(=O)(=O)Cl)cc1, Cc1ccccc1, Cl, COC(=O)c1cc(N)c(Oc2cc(OC)ccc2Cl)c(OCCOC2CCCCO2)c1, Cc1ccccc1, c1ccncc1. Product: COC(=O)c1cc(NS(=O)(=O)c2ccc(C(C)(C)C)cc2)c(Oc2cc(OC)ccc2Cl)c(OCCOC2CCCCO2)c1. As a reaction SMILES: [C:32]([CH3:33])([CH3:34])([CH3:35])[c:36]1[cH:37][cH:38][c:39]([S:42](=[O:43])(=[O:44])[Cl:45])[cH:40][cH:41]1.[CH3:60][c:61]1[cH:62][cH:63][cH:64][cH:65][cH:66]1.[ClH:46].[NH2:1][c:2]1[cH:3][c:4]([C:5](=[O:6])[O:7][CH3:8])[cH:9][c:10]([O:22][CH2:23][CH2:24][O:25][CH:26]2[O:27][CH2:28][CH2:29][CH2:30][CH2:31]2)[c:11]1[O:12][c:13]1[c:14]([Cl:21])[cH:15][cH:16][c:17]([O:19][CH3:20])[cH:18]1.[c:53]1([CH3:54])[cH:55][cH:56][cH:57][cH:58][cH:59]1.[n:47]1[cH:48][cH:49][cH:50][cH:51][cH:52]1>>[NH:1]([c:2]1[cH:3][c:4]([C:5](=[O:6])[O:7][CH3:8])[cH:9][c:10]([O:22][CH2:23][CH2:24][O:25][CH:26]2[O:27][CH2:28][CH2:29][CH2:30][CH2:31]2)[c:11]1[O:12][c:13]1[c:14]([Cl:21])[cH:15][cH:16][c:17]([O:19][CH3:20])[cH:18]1)[S:42]([c:39]1[cH:38][cH:37][c:36]([C:32]([CH3:33])([CH3:34])[CH3:35])[cH:41][cH:40]1)(=[O:43])=[O:44]. Conditions: time 2 hour. Yields the product OC(C(=O)OC)C(C1=CC=CC=C1)(C1=CC=CC=C1)OCCC1=CC(=C(C=C1)OC)OC (Methyl 2-Hydroxy-3-(2-(3,4-dimethoxyphenyl)ethoxy)-3,3-diphenylpropionate). The reagents and catalysts are B(F)(F)F.CCOCC (boron trifluoride etherate). Starting materials: C1(=CC=CC=C1)C1(C(C(=O)OC)O1)C1=CC=CC=C1 (methyl 3,3-diphenyl-2,3-epoxypropionate), COC=1C=C(C=CC1OC)CCO (2-(3,4-dimethoxyphenyl)ethanol). RXN SMILES: [C:1]1([C:7]2([C:14]3[CH:19]=[CH:18][CH:17]=[CH:16][CH:15]=3)[O:13][CH:8]2[C:9]([O:11][CH3:12])=[O:10])[CH:6]=[CH:5][CH:4]=[CH:3][CH:2]=1.[CH3:20][O:21][C:22]1[CH:23]=[C:24]([CH2:30][CH2:31][OH:32])[CH:25]=[CH:26][C:27]=1[O:28][CH3:29]>ClCCl.B(F)(F)F.CCOCC>[OH:13][CH:8]([C:7]([O:32][CH2:31][CH2:30][C:24]1[CH:25]=[CH:26][C:27]([O:28][CH3:29])=[C:22]([O:21][CH3:20])[CH:23]=1)([C:14]1[CH:19]=[CH:18][CH:17]=[CH:16][CH:15]=1)[C:1]1[CH:2]=[CH:3][CH:4]=[CH:5][CH:6]=1)[C:9]([O:11][CH3:12])=[O:10] |f:3.4|. Reported procedure: 7 g (27.5 mmol) of methyl 3,3-diphenyl-2,3-epoxypropionate and 5.5 g (30.2 mmol) of 2-(3,4-dimethoxyphenyl)ethanol were dissolved in 20 ml of dichloromethane and, at room temperature, 5 drops of boron trifluoride etherate were added. The solution was stirred for 2 hours. The solvent was then distilled off, and the residue (10.7 g, 89%) was immediately reacted further. Solvent: ClCCl (dichloromethane). Reactants: Br.Br.OC1=C(C=CC=C1)N1CCNCC1 (1-(2-hydroxyphenyl)piperazine dihydrobromide), ClCCCC1CN(C(O1)=O)C (5-(3-chloropropyl)-3-methyl-2-oxazolidinone), C([O-])(O)=O.[Na+] (sodium bicarbonate), [I-].[K+] (potassium iodide). Run in C(CCC)O (1-butanol). The product is OC1=C(C=CC=C1)N1CCN(CC1)CCCC1CN(C(O1)=O)C (5-[3-[4-(2-hydroxyphenyl)-1-piperazinyl]propyl]-3-methyl-2-oxazolidinone). The yield is 20.0%. Reaction SMILES: Br.Br.[OH:3][C:4]1[CH:9]=[CH:8][CH:7]=[CH:6][C:5]=1[N:10]1[CH2:15][CH2:14][NH:13][CH2:12][CH2:11]1.Cl[CH2:17][CH2:18][CH2:19][CH:20]1[O:24][C:23](=[O:25])[N:22]([CH3:26])[CH2:21]1.C(=O)(O)[O-].[Na+].[I-].[K+]>C(O)CCC>[OH:3][C:4]1[CH:9]=[CH:8][CH:7]=[CH:6][C:5]=1[N:10]1[CH2:15][CH2:14][N:13]([CH2:17][CH2:18][CH2:19][CH:20]2[O:24][C:23](=[O:25])[N:22]([CH3:26])[CH2:21]2)[CH2:12][CH2:11]1 |f:0.1.2,4.5,6.7|. Procedure details: Following the procedure of Example 5, a mixture of 1-(2-hydroxyphenyl)piperazine dihydrobromide (9.6 g, 0.0282 mol), 5-(3-chloropropyl)-3-methyl-2-oxazolidinone (5.0 g, 0.0282 mol), sodium bicarbonate (9.5 g, 0.113 mol), and potassium iodide in 1-butanol (100 ml) gave an oil. The oil was triturated several times with light pet ether (decanting each time) and dissolved in ethyl acetate/isopropyl ether. Cooling the solution gave a solid which was collected by filtration and dried under high vacuum... Reactants: C(C1=CC=CC=C1)N1C(=NC2=NC(=NC(=C12)N[C@@H](CO)CC1=CC=C(C=C1)F)Cl)C1CCCC1 ((R)-7-Benzyl-2-chloro-8-cyclopentyl-6-[3-(4-fluorophenyl)-1-hydroxypropan-2-ylamino]purine), S(=O)(Cl)Cl (thionyl chloride). The product is C(C1=CC=CC=C1)N1C(=NC=2NC(N3C(C12)=N[C@@H](C3)CC3=CC=CC=C3)=O)C3CCCC3 ((R)-1,8-dibenzyl-2-cyclopentyl-7,8-dihydro-1H-imidazo[2,1-i]purin-5(4H)-one). RXN SMILES: [CH2:1]([N:8]1[C:16]2[C:11](=[N:12][C:13](Cl)=[N:14][C:15]=2[NH:17][C@H:18]([CH2:21][C:22]2[CH:27]=[CH:26][C:25](F)=[CH:24][CH:23]=2)[CH2:19]O)[N:10]=[C:9]1[CH:30]1[CH2:34][CH2:33][CH2:32][CH2:31]1)[C:2]1[CH:7]=[CH:6][CH:5]=[CH:4][CH:3]=1.S(Cl)(Cl)=[O:36]>>[CH2:1]([N:8]1[C:16]2[C:15]3=[N:17][C@H:18]([CH2:21][C:22]4[CH:27]=[CH:26][CH:25]=[CH:24][CH:23]=4)[CH2:19][N:14]3[C:13](=[O:36])[NH:12][C:11]=2[N:10]=[C:9]1[CH:30]1[CH2:34][CH2:33][CH2:32][CH2:31]1)[C:2]1[CH:7]=[CH:6][CH:5]=[CH:4][CH:3]=1. Procedure: To Compound C3 obtained in Reference Example 38 was added thionyl chloride, and a cyclized compound was obtained in a manner similar to that in Example 66. From the resulting cyclized compound, a hydrolyzed compound was obtained in a manner similar to the method by which Compound 77a was obtained from the Compound 66 in Example 77. From the resulting hydrolyzed compound (590 mg, 1.33 mmol) and 2-(2-bromoethoxy)tetrahydro-2H-pyran (400 μL, 2.65 mmol, 2.0 equivalents), an adduct (0.56 g, 74%) was ...